From a dataset of the Open Reaction Database (ORD), a public repository of structured organic reaction records. describe an organic reaction: reactants, conditions, products, and yield Starting materials: N1=C(C=CC=C1)N(C(=O)C1=CC2=C(N(C(=N2)CNC=2N=CC(=NC2)C#N)C)C=C1)CCC(=O)OCC (1-methyl-2-[N-(2-cyanopyrazin-5-yl)aminomethyl]benzimidazol-5-yl-carboxylic acid-N-(2-pyridyl)-N-(2-ethoxycarbonylethyl)amide), Cl (hydrochloric acid), C(C)O (ethanol), C([O-])([O-])=O.[NH4+].[NH4+] (ammonium carbonate), C25H27N9O3. The solvent is ClCCl.CO (dichloromethane methanol), C(C)(=O)O (acetic acid). Yields the product Cl.N1=C(C=CC=C1)N(C(=O)C1=CC2=C(N(C(=N2)CNC=2N=CC(=NC2)C(N)=N)C)C=C1)CCC(=O)OCC (1-Methyl-2-[N-(2-amidinopyrazin-5-yl)aminomethyl]benzimidazol-5-yl-carboxylic acid-N-(2-pyridyl)-N-(2-ethoxycarbonylethyl)amide hydrochloride). Isolated yield 19.0%. Reaction SMILES: [N:1]1[CH:6]=[CH:5][CH:4]=[CH:3][C:2]=1[N:7]([CH2:30][CH2:31][C:32]([O:34][CH2:35][CH3:36])=[O:33])[C:8]([C:10]1[CH:29]=[CH:28][C:13]2[N:14]([CH3:27])[C:15]([CH2:17][NH:18][C:19]3[N:20]=[CH:21][C:22]([C:25]#[N:26])=[N:23][CH:24]=3)=[N:16][C:12]=2[CH:11]=1)=[O:9].[ClH:37].C(O)C.C(=O)([O-])[O-].[NH4+:45].[NH4+]>C(O)(=O)C.ClCCl.CO>[ClH:37].[N:1]1[CH:6]=[CH:5][CH:4]=[CH:3][C:2]=1[N:7]([CH2:30][CH2:31][C:32]([O:34][CH2:35][CH3:36])=[O:33])[C:8]([C:10]1[CH:29]=[CH:28][C:13]2[N:14]([CH3:27])[C:15]([CH2:17][NH:18][C:19]3[N:20]=[CH:21][C:22]([C:25](=[NH:45])[NH2:26])=[N:23][CH:24]=3)=[N:16][C:12]=2[CH:11]=1)=[O:9] |f:3.4.5,7.8,9.10|. Procedure: Prepared analogously to Example 25d from 1-methyl-2-[N-(2-cyanopyrazin-5-yl)aminomethyl]benzimidazol-5-yl-carboxylic acid-N-(2-pyridyl)-N-(2-ethoxycarbonylethyl)amide and ethanolic hydrochloric acid, ethanol, and ammonium carbonate. Yield: 19% of theory, C25H27N9O3 (501.6); Rf value: 0.28 (silica gel; dichloromethane/methanol=4:1+1% glacial acetic acid); EKA mass spectrum: (M+H)+=502; (M+H+Na)+=262.5. Reactants: COC1=CC=C2C=CC(OC2=C1)=O (7-methoxy-chromen-2-one), COC(CCC1=C(C=C(C(=C1)SC#N)OC)O)=O (3-(2-Hydroxy-4-methoxy-5-thiocyanato-phenyl)-propionic acid methyl ester), COC(CCC1=C(C=C(C(=C1)SC#N)OC)O)=O (3-(2-Hydroxy-4-methoxy-5-thiocyanato-phenyl)-propionic acid methyl ester). Reagents/catalysts: [Pd] (Pd/C). The product is COC1=CC=C2CCC(OC2=C1)=O (7-Methoxy-chroman-2-one). The yield is 96.0%. Reaction SMILES: [CH3:1][O:2][C:3]1[CH:12]=[C:11]2[C:6]([CH:7]=[CH:8][C:9](=[O:13])[O:10]2)=[CH:5][CH:4]=1.COC(=O)CCC1C=C(SC#N)C(OC)=CC=1O>[Pd]>[CH3:1][O:2][C:3]1[CH:12]=[C:11]2[C:6]([CH2:7][CH2:8][C:9](=[O:13])[O:10]2)=[CH:5][CH:4]=1. Procedure: Compound 14A was prepared by hydrogenation of 7-methoxy-chromen-2-one catalyzed by 10% Pd/C in 96% yield. MS: 179 (M+1)+. Preparation of 3-(2-Hydroxy-4-methoxy-5-thiocyanato-phenyl)-propionic acid methyl ester (Compound 14B) Starting materials: C(C=C)C=1C(=NC=NC1Cl)Cl (5-allyl-4,6-dichloropyrimidine), C(CCC)[Sn](C1=NC=CC=C1)(CCCC)CCCC (2-(tributylstannyl) pyridine). Solvent: CN(C)C=O (DMF). The product is C(C=C)C=1C(=NC=NC1C1=NC=CC=C1)Cl (5-allyl-4-chloro-6-(pyridin-2-yl)pyrimidine). The yield is 40.8%. RXN SMILES: [CH2:1]([C:4]1[C:5](Cl)=[N:6][CH:7]=[N:8][C:9]=1[Cl:10])[CH:2]=[CH2:3].C([Sn](CCCC)(CCCC)[C:17]1[CH:22]=[CH:21][CH:20]=[CH:19][N:18]=1)CCC>CN(C=O)C>[CH2:1]([C:4]1[C:9]([Cl:10])=[N:8][CH:7]=[N:6][C:5]=1[C:17]1[CH:22]=[CH:21][CH:20]=[CH:19][N:18]=1)[CH:2]=[CH2:3]. Procedure details: The 5-allyl-4,6-dichloropyrimidine (2 g) and 2-(tributylstannyl) pyridine (6.1 g) were dissolved in dry DMF (1.0 mL). The reaction mixture was degassed with nitrogen for 30 minute and Pd(PPh3)4 (615 mg) was added. The reaction mixture was again degassed with nitrogen for 20 minutes before being irradiated under microwave at 160° C. for 30 minutes. The reaction mixture was cooled to room temperature, filtered through a celite pad and washed with ethyl acetate (2×50 mL). The combined filtrate was ... Starting materials: BrC=1C=C(C=CC1)CN1C(=CC2=C(C(=CC=C12)C#N)C(F)(F)F)C (1-[(3-bromophenyl)methyl]-2-methyl-4-(trifluoromethyl)-1H-indole-5-carbonitrile), FC(C1=CC=C(C=C1)B(O)O)(F)F ([4-(trifluoromethyl)phenyl]boronic acid). Yields the product CC=1N(C2=CC=C(C(=C2C1)C(F)(F)F)C#N)CC=1C=C(C=CC1)C1=CC=C(C=C1)C(F)(F)F (2-Methyl-4-(trifluoromethyl)-1-{[4′-(trifluoromethyl)-3-biphenylyl]methyl}-1H-indole-5-carbonitrile). RXN SMILES: Br[C:2]1[CH:3]=[C:4]([CH2:8][N:9]2[C:17]3[C:12](=[C:13]([C:20]([F:23])([F:22])[F:21])[C:14]([C:18]#[N:19])=[CH:15][CH:16]=3)[CH:11]=[C:10]2[CH3:24])[CH:5]=[CH:6][CH:7]=1.[F:25][C:26]([F:37])([F:36])[C:27]1[CH:32]=[CH:31][C:30](B(O)O)=[CH:29][CH:28]=1>>[CH3:24][C:10]1[N:9]([CH2:8][C:4]2[CH:3]=[C:2]([C:30]3[CH:31]=[CH:32][C:27]([C:26]([F:37])([F:36])[F:25])=[CH:28][CH:29]=3)[CH:7]=[CH:6][CH:5]=2)[C:17]2[C:12]([CH:11]=1)=[C:13]([C:20]([F:23])([F:22])[F:21])[C:14]([C:18]#[N:19])=[CH:15][CH:16]=2. Procedure: Synthesized as described in Example 310D using 1-[(3-bromophenyl)methyl]-2-methyl-4-(trifluoromethyl)-1H-indole-5-carbonitrile (Example 318A) and [4-(trifluoromethyl)phenyl]boronic acid: MS (ES) m/z 459 (M+1).